Dataset: the Open Reaction Database (ORD), a public repository of structured organic reaction records. Task: describe an organic reaction: reactants, conditions, products, and yield The reactants are [OH-].[Na+] (Sodium hydroxide), C(C)N1N=CC=2C1=NC(=C(C2NC2CCOCC2)C(=O)OCC)C (Ethyl 1-ethyl-6-methyl-4-(tetrahydro-2H-pyran-4-ylamino)-1H-pyrazolo[3,4-b]pyridine-5-carboxylate). Solvent: C(C)O (ethanol). Yields the product C(C)N1N=CC=2C1=NC(=C(C2NC2CCOCC2)C(=O)O)C (1-Ethyl-6-methyl-4-(tetrahydro-2H-pyran-4-ylamino)-1H-pyrazolo[3,4-b]pyridine-5-carboxylic acid). The yield is 73.6%. RXN SMILES: [OH-].[Na+].[CH2:3]([N:5]1[C:9]2=[N:10][C:11]([CH3:26])=[C:12]([C:21]([O:23]CC)=[O:22])[C:13]([NH:14][CH:15]3[CH2:20][CH2:19][O:18][CH2:17][CH2:16]3)=[C:8]2[CH:7]=[N:6]1)[CH3:4]>C(O)C>[CH2:3]([N:5]1[C:9]2=[N:10][C:11]([CH3:26])=[C:12]([C:21]([OH:23])=[O:22])[C:13]([NH:14][CH:15]3[CH2:20][CH2:19][O:18][CH2:17][CH2:16]3)=[C:8]2[CH:7]=[N:6]1)[CH3:4] |f:0.1|. Reported procedure: 2M-Sodium hydroxide solution (0.75 ml, 1.5 mmol) was added to Intermediate 59 (0.248 g, 0.75 mmol) in ethanol (2 ml), and the mixture was heated at reflux for 16 hours. The reaction mixture was concentrated, diluted with water (1 ml) and acidified with 2M-hydrochloric acid (0.75 ml) to precipitate a solid which was collected by filtration to afford Intermediate 60 (0.168 g). LCMS showed MH+=305; TRET=1.86 min. The reactants are CCOC(CBr)OCC, O=C([O-])[O-], COc1cccc(S)c1, CC(C)=O, [K+], [K+]. The product is CCOC(CSc1cccc(OC)c1)OCC. RXN SMILES: [Br:16][CH2:17][CH:18]([O:19][CH2:20][CH3:21])[O:22][CH2:23][CH3:24].[C:10](=[O:11])([O-:12])[O-:13].[CH3:1][O:2][c:3]1[cH:4][c:5]([SH:9])[cH:6][cH:7][cH:8]1.[CH3:25][C:26](=[O:27])[CH3:28].[K+:14].[K+:15]>>[CH3:1][O:2][c:3]1[cH:4][c:5]([S:9][CH2:17][CH:18]([O:19][CH2:20][CH3:21])[O:22][CH2:23][CH3:24])[cH:6][cH:7][cH:8]1. Reactants: CC(C)(C)OC(=O)N1CCN2C(=O)N(CC(F)(F)F)C(=O)C2C1, C1CCOC1, C[Si](C)(C)[N-][Si](C)(C)C, Cl, [K+], [K+], [K+], C1CN2CCN1CC2, [Na+], O=C([O-])O, O=C([O-])[O-], ClCc1ccccn1. Product: CC(C)(C)OC(=O)N1CCN2C(=O)N(CC(F)(F)F)C(=O)C2(Cc2ccccn2)C1. As a reaction SMILES: [C:1]([CH3:2])([CH3:3])([CH3:4])[O:5][C:6](=[O:7])[N:8]1[CH2:9][CH:10]2[N:11]([CH2:12][CH2:13]1)[C:14](=[O:23])[N:15]([CH2:18][C:19]([F:20])([F:21])[F:22])[C:16]2=[O:17].[CH2:62]1[O:63][CH2:64][CH2:65][CH2:66]1.[CH3:24][Si:25]([N-:26][Si:27]([CH3:28])([CH3:29])[CH3:30])([CH3:31])[CH3:32].[ClH:42].[K+:33].[K+:56].[K+:57].[N:48]12[CH2:49][CH2:50][N:51]([CH2:52][CH2:53]1)[CH2:54][CH2:55]2.[Na+:47].[O-:43][C:44]([OH:45])=[O:46].[O-:58][C:59]([O-:60])=[O:61].[c:34]1([CH2:40][Cl:41])[cH:35][cH:36][cH:37][cH:38][n:39]1>>[C:1]([CH3:2])([CH3:3])([CH3:4])[O:5][C:6](=[O:7])[N:8]1[CH2:9][C:10]2([CH2:40][c:34]3[cH:35][cH:36][cH:37][cH:38][n:39]3)[N:11]([CH2:12][CH2:13]1)[C:14](=[O:23])[N:15]([CH2:18][C:19]([F:20])([F:21])[F:22])[C:16]2=[O:17]. The reactants are ClC1=C(OC(C(=O)OC(C)(C)C)(C)C)C=CC(=C1Cl)CCC(C=1SC(=CC1)C1=CC=C(C=C1)C(F)(F)F)=O (tert-butyl 2-(2,3-dichloro-4-(3-oxo-3-(5-(4-(trifluoromethyl)phenyl)thien-2-yl)propyl)phenoxy)-2-methylpropanoate), FC(C(=O)O)(F)F (trifluoroacetic acid). Yields the product ClC1=C(OC(C(=O)O)(C)C)C=CC(=C1Cl)CCC(C=1SC(=CC1)C1=CC=C(C=C1)C(F)(F)F)=O (2-(2,3-Dichloro-4-(3-oxo-3-(5-(4-(trifluoromethyl)phenyl)thien-2-yl)propyl)-phenoxy)-2-methylpropanoic acid). As a reaction SMILES: [Cl:1][C:2]1[C:18]([Cl:19])=[C:17]([CH2:20][CH2:21][C:22](=[O:38])[C:23]2[S:24][C:25]([C:28]3[CH:33]=[CH:32][C:31]([C:34]([F:37])([F:36])[F:35])=[CH:30][CH:29]=3)=[CH:26][CH:27]=2)[CH:16]=[CH:15][C:3]=1[O:4][C:5]([CH3:14])([CH3:13])[C:6]([O:8]C(C)(C)C)=[O:7].FC(F)(F)C(O)=O>>[Cl:1][C:2]1[C:18]([Cl:19])=[C:17]([CH2:20][CH2:21][C:22](=[O:38])[C:23]2[S:24][C:25]([C:28]3[CH:29]=[CH:30][C:31]([C:34]([F:35])([F:36])[F:37])=[CH:32][CH:33]=3)=[CH:26][CH:27]=2)[CH:16]=[CH:15][C:3]=1[O:4][C:5]([CH3:13])([CH3:14])[C:6]([OH:8])=[O:7]. Procedure details: 2-(2,3-Dichloro-4-(3-oxo-3-(5-(4-(trifluoromethyl)phenyl)thien-2-yl)propyl)-phenoxy)-2-methylpropanoic acid is prepared from tert-butyl 2-(2,3-dichloro-4-(3-oxo-3-(5-(4-(trifluoromethyl)phenyl)thien-2-yl)propyl)phenoxy)-2-methylpropanoate according to general procedure E using 10 equivalents of trifluoroacetic acid. The reactants are CO.C(Cl)Cl (MeOH DCM), C(C)OC([C@@H](NC(=O)OC(C)(C)C)CC1=CC=C(C=C1)O)=O (N-(BOC)-(S)-tyrosine ethyl ester), C([O-])([O-])=O.[K+].[K+] (potassium carbonate), Intermediate 12, CN(C)C=O (DMF). Reaction conditions: time 18 hour. The product is C1(=NC=CC2=CC=NC=C12)OC1=CC=C(C=C1)C[C@@H](C(=O)OCC)N (Ethyl (S)-3-[4-(2,7-naphthyridin-1-yloxy)phenyl]-2-aminopropanoate). Yield: 71.0%. RXN SMILES: [CH2:1]([O:3][C:4](=[O:22])[C@H:5]([CH2:14][C:15]1[CH:20]=[CH:19][C:18](O)=[CH:17][CH:16]=1)[NH:6]C(OC(C)(C)C)=O)[CH3:2].C(=O)([O-])[O-].[K+].[K+].[CH3:29][OH:30].C(Cl)Cl.[CH3:34][N:35]([CH:37]=O)C>>[C:29]1([O:30][C:18]2[CH:17]=[CH:16][C:15]([CH2:14][C@H:5]([NH2:6])[C:4]([O:3][CH2:1][CH3:2])=[O:22])=[CH:20][CH:19]=2)[C:20]2[C:15](=[CH:16][CH:34]=[N:35][CH:37]=2)[CH:14]=[CH:5][N:6]=1 |f:1.2.3,4.5|. Reported procedure: A mixture of N-(BOC)-(S)-tyrosine ethyl ester (1.79 g, 5.80 (mmol) potassium carbonate (0.80 g, 5.80 mmol) and Intermediate 12 (1.0 g, 6.08 mmol) in dry DMF (10 ml) was stirred at room temperature for 18 h, and at 40° for 18 h. The DMF was removed in vacuo and the residue partitioned between EtOAc (80 ml) and 10% aqueous Na2CO3 (20 ml). The phases were separated and the aqueous layer re-extracted with EtOAc (2×20 ml). The combined organic extracts were washed with brine (10 ml), dried (Na2SO4) a... The reactants are [O-]C#N.[K+] (Potassium cyanate), NC1C(C=2C=CN=CC2C=C1)=O (6-aminoisoquinolin-5-one). Solvent: Cl (hydrochloric acid), Cl (hydrochloric acid). Run at time 2 hour. The product is N1C(NC2=C1C=1C=CN=CC1CC2)=O (1,3,4,5-tetrahydro-2H-imidazo[4,5-f]isoquinoline-2-one). The yield is 25.8%. RXN SMILES: [O-:1][C:2]#[N:3].[K+].[NH2:5][CH:6]1[CH:15]=[CH:14][C:13]2[CH:12]=[N:11][CH:10]=[CH:9][C:8]=2[C:7]1=O>Cl>[NH:3]1[C:7]2[C:8]3[CH:9]=[CH:10][N:11]=[CH:12][C:13]=3[CH2:14][CH2:15][C:6]=2[NH:5][C:2]1=[O:1] |f:0.1|. Procedure: Potassium cyanate (8.63 g, 0.106 mole) was added to a solution of 6-aminoisoquinolin-5-one (5.0 g, 0.0213 mole) in hydrochloric acid (pH=1) while maintaining the acidity constant by subsequent addition of concentrated hydrochloric acid. After stirring for about 11/2 hours, the product precipitated andwas obtained by filtration. Recrystallization from 50% aqueous ethanol gave 1.03 g (25%) of the desired product, m.p. >310° C. Starting materials: C[Si](OCCN(C1=CC=C(C=C1)I)CC)(C)C (4-[(2-trimethylsiloxyethyl)ethylamino]iodobenzene), final mixture, cuprous chloride, C[Si](C)(C)C#C (trimethylsilylacetylene). The reagents and catalysts are Cl[Pd]([P](C1=CC=CC=C1)(C2=CC=CC=C2)C3=CC=CC=C3)([P](C4=CC=CC=C4)(C5=CC=CC=C5)C6=CC=CC=C6)Cl (bis(triphenylphosphine)palladium(II) chloride). The solvent is C(C)N(CC)CC (triethylamine). The product is C[Si](OCCN(C1=CC=C(C=C1)C#C[Si](C)(C)C)CC)(C)C (4-[(2-Trimethylsiloxyethyl)-ethylamino]tri-methylsilylethynylbenzene). Isolated yield 92.0%. As a reaction SMILES: [CH3:1][Si:2]([CH3:17])([CH3:16])[O:3][CH2:4][CH2:5][N:6]([CH2:14][CH3:15])[C:7]1[CH:12]=[CH:11][C:10](I)=[CH:9][CH:8]=1.[CH3:18][Si:19]([C:22]#[CH:23])([CH3:21])[CH3:20]>Cl[Pd](Cl)([P](C1C=CC=CC=1)(C1C=CC=CC=1)C1C=CC=CC=1)[P](C1C=CC=CC=1)(C1C=CC=CC=1)C1C=CC=CC=1.C(N(CC)CC)C>[CH3:1][Si:2]([CH3:17])([CH3:16])[O:3][CH2:4][CH2:5][N:6]([CH2:14][CH3:15])[C:7]1[CH:12]=[CH:11][C:10]([C:23]#[C:22][Si:19]([CH3:21])([CH3:20])[CH3:18])=[CH:9][CH:8]=1 |^1:26,45|. Procedure: A mixture containing 10.9 g, that is 30 mmole, 4-[(2-trimethylsiloxyethyl)ethylamino]iodobenzene from the previous step, 1.0 g, that is 1.4 mmole bis(triphenylphosphine)palladium(II) chloride from Aldrich Chemical Co., and 74 mg, that is 0.75 mmole cuprous chloride, from Aldrich Chemical Co. in 50 m triethylamine was stirred and degassed under nitrogen for 15 minutes. Next 3.5 g, that is, 36 mmole trimethylsilylacetylene from Aldrich chemical Co. was added with vigorous mechanical stirring at ro...